From a dataset of the Open Reaction Database (ORD), a public repository of structured organic reaction records. describe an organic reaction: reactants, conditions, products, and yield Reactants: ClC=1C=C(C(=O)OO)C=CC1 (m--chloroperoxybenzoic acid), [OH-].[K+] (KOH), C1=CC2=C(C=C1C=O)OCO2 (piperonal), ( ε ). The solvent is C(Cl)Cl (CH2Cl2), CO (methanol). Conditions: time 18 hour. The product is C1OC=2C=C(C=CC2O1)O (3,4 Methylenedioxy Phenol). As a reaction SMILES: [CH:1]1[C:6](C=O)=[CH:5][C:4]2[O:9][CH2:10][O:11][C:3]=2[CH:2]=1.ClC1C=C(C=CC=1)C(OO)=[O:17].[OH-].[K+]>C(Cl)Cl.CO>[CH2:10]1[O:11][C:3]2[CH:2]=[CH:1][C:6]([OH:17])=[CH:5][C:4]=2[O:9]1 |f:2.3|. Reported procedure: commercial piperonal (Aldrich) (60 g) was dissolved in CH2Cl2 (500 ml), m--chloroperoxybenzoic acid (MCPBA) (90 g) added in portions and left to stir at room temperature (18 hrs.). The precipitate was filtered off and washed with CH2Cl2. The combined filtrate was then washed with cold saturated Na2CO3 solution, followed by H2O, dried over anhy. MgSO4 and evaporated to dryness. The resulting formate ester, δ (CDCl3, 300 Hz): 5.99 (2H, s, OCH2O), 6.56 (1H, d, J=8 Hz, H-6), 6.65 (1H, d, J=2 Hz, H-2... The reactants are S(=O)(=O)([O-])[O-].[Na+].[Na+] (sodium sulfate), ClC=1C=C2C(=C(C(=NC2=CC1)CC(C)C)C(=O)OC)C1=CC=CC=C1 (methyl 6-chloro-2-isobutyl-4-phenylquinoline-3-carboxylate), solution, [H-].C(C(C)C)[Al+]CC(C)C (diisobutylaluminum hydride). Solvent: O (water), C1(=CC=CC=C1)C (toluene), C1(=CC=CC=C1)C (toluene). Run at temperature -75 celsius, time 1 hour. The product is ClC=1C=C2C(=C(C(=NC2=CC1)CC(C)C)CO)C1=CC=CC=C1 ((6-chloro-2-isobutyl-4-phenylquinolin-3-yl)methanol). Yield: 81.8%. Reaction SMILES: [Cl:1][C:2]1[CH:3]=[C:4]2[C:9](=[CH:10][CH:11]=1)[N:8]=[C:7]([CH2:12][CH:13]([CH3:15])[CH3:14])[C:6]([C:16](OC)=[O:17])=[C:5]2[C:20]1[CH:25]=[CH:24][CH:23]=[CH:22][CH:21]=1.[H-].C([Al+]CC(C)C)C(C)C.S([O-])([O-])(=O)=O.[Na+].[Na+]>C1(C)C=CC=CC=1.O>[Cl:1][C:2]1[CH:3]=[C:4]2[C:9](=[CH:10][CH:11]=1)[N:8]=[C:7]([CH2:12][CH:13]([CH3:15])[CH3:14])[C:6]([CH2:16][OH:17])=[C:5]2[C:20]1[CH:25]=[CH:24][CH:23]=[CH:22][CH:21]=1 |f:1.2,3.4.5|. Procedure: To a solution of methyl 6-chloro-2-isobutyl-4-phenylquinoline-3-carboxylate (0.97 g, 2.74 mmol) in toluene (20 ml) was added 1.0 M solution (6.9 ml) of diisobutylaluminum hydride in toluene under a nitrogen atmosphere at −75° C. After stirring the mixture at −75° C. for 1 hr., a solution of sodium sulfate (0.97 g) in water (10 ml) was added. The temperature of the mixture was raised to room temperature and the mixture was further stirred for 1.5 hrs. Insoluble materials were removed by filtratio... The reactants are OC1=CC(=C(C=2C(CCC(C12)(C)C)(C)C)C)C (1-Hydroxy-3,4,5,5,8,8-hexamethyl-5,6,7,8-tetrahydronaphthalene), C(C)(=O)O (acetic acid), C1N2CN3CN1CN(C2)C3 (hexamethylenetetramine), O (water). Solvent: C1(=CC=CC=C1)C (toluene). Reaction conditions: temperature 100 celsius, time 0.5 hour. Yields the product C(=O)C1=C(C=2C(CCC(C2C(=C1C)C)(C)C)(C)C)O (2-formyl-1-hydroxy-3,4,5,5,8,8-hexamethyl-5,6,7,8-tetrahydronaphthalene). Reaction SMILES: [OH:1][C:2]1[C:11]2[C:10]([CH3:13])([CH3:12])[CH2:9][CH2:8][C:7]([CH3:15])([CH3:14])[C:6]=2[C:5]([CH3:16])=[C:4]([CH3:17])[CH:3]=1.[C:18](O)(=[O:20])C.C1N2CN3CN(C2)CN1C3.O>C1(C)C=CC=CC=1>[CH:18]([C:3]1[C:4]([CH3:17])=[C:5]([CH3:16])[C:6]2[C:7]([CH3:15])([CH3:14])[CH2:8][CH2:9][C:10]([CH3:12])([CH3:13])[C:11]=2[C:2]=1[OH:1])=[O:20]. Procedure: Formylation. 1-Hydroxy-3,4,5,5,8,8-hexamethyl-5,6,7,8-tetrahydronaphthalene (15 g, 0.0646 mol) was stirred with glacial acetic acid (100 mL), and hexamethylenetetramine (15 g, 0.107 mol) was added in one portion. The mixture was heated at 100° C. for 2 h. Hot water (100 mL) was added and the heating continued for an additional 0.5 h at 100° C. The mixture was cooled to 20° C., toluene (25 mL) was added, and the mixture was stirred vigorously. The organic layer was separated, washed with water (2... Starting materials: I\C=C\[C@H](CCCCC)O[Si](C)(C)C(C)(C)C ((1E,3S)-1-iodo-3-(tert-butyldimethylsiloxy)-1-octene), C(C)(C)(C)[C@@H]1C(=C(C(C1)=O)SCCCCCC(=O)OC)O[SiH](C)C ((4R)-tert-butyldimethylsiloxy-2-(5-methoxycarbonyl-pentylthio)-2-cyclopenten-1-one), C(C1=CC=CC=C1)(=O)OC(C1=CC=CC=C1)=O (benzoic anhydride), C(C)(C)(C)[Li] (tert-butyllithium), C(#CCCCC)[Cu] (1-hexynylcopper). Run in CN(P(N(C)C)N(C)C)C (hexamethylphosphorous triamide). The product is COC(CCCCCSC1=C(C[C@H]([C@@H]1\C=C\[C@H](CCCCC)O[Si](C)(C)C(C)(C)C)O[Si](C)(C)C(C)(C)C)OC(C1=CC=CC=C1)=O)=O (methyl(11R,12S,13E,15S)-9-benzoyloxy-11,15-bis(tert-butyldimethylsiloxy)-7-thiaprosta-8,13-dienoate). Isolated yield 55.4%. Reaction SMILES: I/[CH:2]=[CH:3]/[C@@H:4]([O:10][Si:11]([C:14]([CH3:17])([CH3:16])[CH3:15])([CH3:13])[CH3:12])[CH2:5][CH2:6][CH2:7][CH2:8][CH3:9].[C:18]([Li])([CH3:21])([CH3:20])[CH3:19].C([Cu])#CCCCC.C([C@H:34]1[CH2:38][C:37](=[O:39])[C:36]([S:40][CH2:41][CH2:42][CH2:43][CH2:44][CH2:45][C:46]([O:48][CH3:49])=[O:47])=[C:35]1O[SiH](C)C)(C)(C)C.[C:54]([O:62]C(=O)C1C=CC=CC=1)(=O)[C:55]1[CH:60]=[CH:59][CH:58]=[CH:57][CH:56]=1>CN(C)P(N(C)C)N(C)C>[CH3:49][O:48][C:46](=[O:47])[CH2:45][CH2:44][CH2:43][CH2:42][CH2:41][S:40][C:36]1[C@@H:35](/[CH:2]=[CH:3]/[C@@H:4]([O:10][Si:11]([C:14]([CH3:17])([CH3:16])[CH3:15])([CH3:13])[CH3:12])[CH2:5][CH2:6][CH2:7][CH2:8][CH3:9])[C@H:34]([O:10][Si:11]([C:18]([CH3:21])([CH3:20])[CH3:19])([CH3:13])[CH3:12])[CH2:38][C:37]=1[O:39][C:54](=[O:62])[C:55]1[CH:60]=[CH:59][CH:58]=[CH:57][CH:56]=1. Reported procedure: Using as the materials and reagents (1E,3S)-1-iodo-3-(tert-butyldimethylsiloxy)-1-octene (442 mg, 1.2 mmol), tert-butyllithium (1.54 mol/l, 1.56 ml, 2.4 mmol), 1-hexynylcopper (174 mg), hexamethylphosphorous triamide (436 μl), (4R)-tert-butyldimethylsiloxy-2-(5-methoxycarbonyl-pentylthio)-2-cyclopenten-1-one (373 mg, 1.0 mmol), and benzoic anhydride (661 mg), the same procedure was performed as in Example 1 to obtain methyl(11R,12S,13E,15S)-9-benzoyloxy-11,15-bis(tert-butyldimethylsiloxy)-7-thia... The reactants are NC=1C=CC2=C(B(OC2)O)C1 (6-amino-3H-benzo[c][1,2]oxaborol-1-ol), N1=CC=CC=C1 (pyridine), ClS(=O)(=O)C1=C(C=C(C=C1)NC(C(F)(F)F)=O)CC(=O)OCC (ethyl 2-(2-(chlorosulfonyl)-5-(2,2,2-trifluoroacetamido)phenyl)acetate). The solvent is C(Cl)Cl (DCM). Conditions: time 2 hour. The product is OB1OCC2=C1C=C(C=C2)NS(=O)(=O)C2=C(C=C(C=C2)NC(C(F)(F)F)=O)CC(=O)OCC (ethyl 2-(2-(N-(1-hydroxy-1,3-dihydrobenzo[c][1,2]oxaborol-6-yl)sulfamoyl)-5-(2,2,2-trifluoroacetamido)phenyl)acetate). Yield: 0.9%. As a reaction SMILES: [NH2:1][C:2]1[CH:3]=[CH:4][C:5]2[CH2:9][O:8][B:7]([OH:10])[C:6]=2[CH:11]=1.N1C=CC=CC=1.Cl[S:19]([C:22]1[CH:27]=[CH:26][C:25]([NH:28][C:29](=[O:34])[C:30]([F:33])([F:32])[F:31])=[CH:24][C:23]=1[CH2:35][C:36]([O:38][CH2:39][CH3:40])=[O:37])(=[O:21])=[O:20]>C(Cl)Cl>[OH:10][B:7]1[C:6]2[CH:11]=[C:2]([NH:1][S:19]([C:22]3[CH:27]=[CH:26][C:25]([NH:28][C:29](=[O:34])[C:30]([F:31])([F:32])[F:33])=[CH:24][C:23]=3[CH2:35][C:36]([O:38][CH2:39][CH3:40])=[O:37])(=[O:20])=[O:21])[CH:3]=[CH:4][C:5]=2[CH2:9][O:8]1. Procedure: To a solution of 6-amino-3H-benzo[c][1,2]oxaborol-1-ol (0.7 g, 4.7 mmol), pyridine (1 mL, 12.4 mmol) in DCM (10 mL) was added ethyl 2-(2-(chlorosulfonyl)-5-(2,2,2-trifluoroacetamido)phenyl)acetate (1.5 g, 4 mmol). The reaction was stirred at r.t. for 2 hr and monitored by LC/MS. Purification: The solvent was removed and worked up with EtOAc and 1N HCl, brine, dried over Na2SO4. A portion of the crude material was purified by the preparative HPLC give the title product ethyl 2-(2-(N-(1-hydroxy-1,... Reactants: OC1=C(C=CC=C1CC=1N=CNC1)C(NC(C1=CC=CC=C1)C)=N (2-hydroxy-3-(1H-imidazol-4-ylmethyl)-N-α-methylbenzyl-benzenecarboximidamide), 1.a. Run in CC(C)N (2-propanamine). Run at temperature 80 celsius, time 46 hour. The product is OC1=C(C=CC=C1CC=1N=CNC1)C(NC(C)C)=N (2-hydroxy-3-(1H-imidazol-4-ylmethyl)-N-(1-methylethyl)-benzenecarboximidamide). Isolated yield 31.0%. RXN SMILES: [OH:1][C:2]1[C:7]([CH2:8][C:9]2[N:10]=[CH:11][NH:12][CH:13]=2)=[CH:6][CH:5]=[CH:4][C:3]=1[C:14](=[NH:24])[NH:15][CH:16]([CH3:23])[C:17]1C=CC=CC=1>CC(N)C>[OH:1][C:2]1[C:7]([CH2:8][C:9]2[N:10]=[CH:11][NH:12][CH:13]=2)=[CH:6][CH:5]=[CH:4][C:3]=1[C:14](=[NH:24])[NH:15][CH:16]([CH3:17])[CH3:23]. Procedure details: 5 g (0.0156 mole) of 2-hydroxy-3-(1H-imidazol-4-ylmethyl)-N-α-methylbenzyl-benzenecarboximidamide prepared in 1.a) above and 50 ml of 2-propanamine are placed in a digester and are heated at 80° C. for 54 hours, then at 100° C. for 46 hours. The solvent is evaporated and the residue is purified by preparative liquid chromatography (silica: 600 g; eluent: 89:10:1 (v/v/v) mixture of dichloromethane-methanol-ammonia). After evaporation of the solvents, 3.6 g of a pale yellow solid product are obtai...